Dataset: the Open Reaction Database (ORD), a public repository of structured organic reaction records. Task: describe an organic reaction: reactants, conditions, products, and yield The reactants are FC(C(=O)O)(F)F.S[C@H]1C[C@H](N(C1)C(=O)OCC1=CC=C(C=C1)[N+](=O)[O-])C1CCN(CC1)C ((2S,4S)-4-mercapto-2-(N-methylpiperidin-4-yl)-N-(p-nitrobenzyloxycarbonyl)pyrrolidine trifluoroacetic acid salt), O(C1=CC=CC=C1)P(=O)(OC1=CC=CC=C1)OC=1[C@@H]([C@@H]2N(C1C(=O)OCC1=CC=C(C=C1)[N+](=O)[O-])C([C@@H]2[C@@H](C)O)=O)C (p-nitrobenzyl (1R,5S,6S)-2-diphenoxyphosphoryloxy-6-[(R)-1-hydroxyethyl]-1-methyl-1-carbapen-2-em-3-carboxylate). Solvent: C(C)#N (acetonitrile), C(C)#N (acetonitrile), C(C)(C)N(C(C)C)CC (N,N-diisopropylethylamine). Conditions: temperature 0 celsius, time 15 hour. Yields the product O[C@H](C)[C@@H]1[C@@H]2N(C(=C([C@@H]2C)S[C@H]2C[C@H](NC2)C2CCN(CC2)C)C(=O)OCC2=CC=C(C=C2)[N+](=O)[O-])C1=O (p-nitrobenzyl (1R,5S,6S)-6-[(R)-1-hydroxyethyl]-1-methyl-2 -[(2S,4S)-2-(N-methylpiperidin-4-yl)pyrrolidin-4-ylthio]-1-carbapen-2-em-3-carboxylate). Isolated yield 69.7%. Reaction SMILES: O(P(O[C:18]1[C@H:19]([CH3:42])[C@H:20]2[C@@H:37]([C@H:38]([OH:40])[CH3:39])[C:36](=[O:41])[N:21]2[C:22]=1[C:23]([O:25][CH2:26][C:27]1[CH:32]=[CH:31][C:30]([N+:33]([O-:35])=[O:34])=[CH:29][CH:28]=1)=[O:24])(OC1C=CC=CC=1)=O)C1C=CC=CC=1.FC(F)(F)C(O)=O.[SH:50][C@@H:51]1[CH2:55][N:54](C(OCC2C=CC([N+]([O-])=O)=CC=2)=O)[C@H:53]([CH:69]2[CH2:74][CH2:73][N:72]([CH3:75])[CH2:71][CH2:70]2)[CH2:52]1>C(#N)C.C(N(CC)C(C)C)(C)C>[OH:40][C@@H:38]([C@H:37]1[C:36](=[O:41])[N:21]2[C:22]([C:23]([O:25][CH2:26][C:27]3[CH:28]=[CH:29][C:30]([N+:33]([O-:35])=[O:34])=[CH:31][CH:32]=3)=[O:24])=[C:18]([S:50][C@@H:51]3[CH2:55][NH:54][C@H:53]([CH:69]4[CH2:74][CH2:73][N:72]([CH3:75])[CH2:71][CH2:70]4)[CH2:52]3)[C@H:19]([CH3:42])[C@H:20]12)[CH3:39] |f:1.2|. Procedure: To a solution of p-nitrobenzyl (1R,5S,6S)-2-diphenoxyphosphoryloxy-6-[(R)-1-hydroxyethyl]-1-methyl-1-carbapen-2-em-3-carboxylate (2.50 g, 4.2 mmol) in acetonitrile (60ml), N,N-diisopropylethylamine was dropwise added in a nitrogen stream under cooling with ice, followed by dropwise adding a solution of (2S,4S)-4-mercapto-2-(N-methylpiperidin-4-yl)-N-(p-nitrobenzyloxycarbonyl)pyrrolidine trifluoroacetic acid salt (2.30 g, 4.6 mmol, compound of Reference Example 37 in acetonitrile (60 ml). After t...